This data is from the Open Reaction Database (ORD), a public repository of structured organic reaction records. The task is: describe an organic reaction: reactants, conditions, products, and yield The reactants are BrC=1C=CC(=C(C1)O)NC1CCOCC1 (5-Bromo-2-(tetrahydro-pyran-4-ylamino)-phenol), BrCCBr (1,2-dibromoethane), C([O-])([O-])=O.[K+].[K+] (potassium carbonate). Solvent: CN(C)C=O (DMF). Run at temperature 180 celsius. Product: BrC1=CC2=C(N(CCO2)C2CCOCC2)C=C1 (7-Bromo-4-(tetrahydro-pyran-4-yl)-3,4-dihydro-2H-benzo[1,4]oxazine). Isolated yield 56.0%. As a reaction SMILES: [Br:1][C:2]1[CH:3]=[CH:4][C:5]([NH:9][CH:10]2[CH2:15][CH2:14][O:13][CH2:12][CH2:11]2)=[C:6]([OH:8])[CH:7]=1.Br[CH2:17][CH2:18]Br.C(=O)([O-])[O-].[K+].[K+]>CN(C=O)C>[Br:1][C:2]1[CH:3]=[CH:4][C:5]2[N:9]([CH:10]3[CH2:15][CH2:14][O:13][CH2:12][CH2:11]3)[CH2:17][CH2:18][O:8][C:6]=2[CH:7]=1 |f:2.3.4|. Reported procedure: A mixture of intermediate D9 (0.433 g, 1.591 mmol), 1,2-dibromoethane (0.411 ml, 4.773 mmol and potassium carbonate (1.099 g, 7.955 mmol) in DMF (10 ml) was heated at 180° C. for 15 min. under microwave irradiation. After cooling to r.t. the r.m. was filtered through diatomaceous earth. The filtrate was evaporated in vacuo. The crude residue was purified by column chromatography (silica gel; DCM as eluent). The desired fractions were collected and evaporated in vacuo to yield a colorless oil tha... Starting materials: BrC=1C=C(C(=C(C(=O)O)C1)OC)OC (5-Bromo-2,3-dimethoxybenzoic acid), C(C1=CC=CC=C1)(=O)N (benzamide). Yields the product BrC=1C=C(C(=C(C1)C(C)=O)OC)OC (1-(5-Bromo-2,3-dimethoxyphenyl)ethanone). As a reaction SMILES: [Br:1][C:2]1[CH:3]=[C:4]([O:13][CH3:14])[C:5]([O:11][CH3:12])=[C:6]([CH:10]=1)[C:7]([OH:9])=O.[C:15](N)(=O)C1C=CC=CC=1>>[Br:1][C:2]1[CH:3]=[C:4]([O:13][CH3:14])[C:5]([O:11][CH3:12])=[C:6]([C:7](=[O:9])[CH3:15])[CH:10]=1. Reported procedure: 5-Bromo-2,3-dimethoxybenzoic acid (2 g) was converted to the benzamide derivative analogously to O3.043, and the latter to the title compound analogously to O2.059. 1.1 g of the title compound were obtained. LC-MS rt: 3.70 min [M+H]+: 259.0 (met. d) The reactants are OBO, Brc1ccncc1, COCCOC, Cl, FC(F)(F)Oc1ccccc1, [Na+], [Na+], O=C([O-])[O-], O, Cl[Pd-](Cl)CCCCP(c1ccccc1)c1ccccc1. Product: FC(F)(F)Oc1ccc(-c2ccncc2)cc1. Reaction SMILES: [BH:1]([OH:2])[OH:3].[Br:16][c:17]1[cH:18][cH:19][n:20][cH:21][cH:22]1.[CH2:23]([CH2:24][O:25][CH3:26])[O:27][CH3:28].[ClH:15].[F:4][C:5]([O:6][c:7]1[cH:8][cH:9][cH:10][cH:11][cH:12]1)([F:13])[F:14].[Na+:29].[Na+:30].[O-:31][C:32](=[O:33])[O-:34].[OH2:35].[c:36]1([P:37]([CH2:38][CH2:39][CH2:40][CH2:41][Pd-:42]([Cl:43])[Cl:44])[c:45]2[cH:46][cH:47][cH:48][cH:49][cH:50]2)[cH:51][cH:52][cH:53][cH:54][cH:55]1>>[F:4][C:5]([O:6][c:7]1[cH:8][cH:9][c:10](-[c:17]2[cH:18][cH:19][n:20][cH:21][cH:22]2)[cH:11][cH:12]1)([F:13])[F:14].